This data is from the Open Reaction Database (ORD), a public repository of structured organic reaction records. The task is: describe an organic reaction: reactants, conditions, products, and yield The product is C.COC(=O)C1=C(C2=C(N=CN=C2NCCC2=CN=C(S2)NC(=O)NC2=CC(=CC=C2)C(F)(F)F)S1)C (5-methyl-4-(2-{2-[3-(3-trifluoromethyl-phenyl)-ureido]-thiazol-5-yl}-ethylamino)-thieno[2,3-d]pyrimidine-6-carboxylic acid methyl ester; compound with methane). The solvent is CN(C)C=O (DMF). The reactants are COC(=O)C1=C(C2=C(N=CN=C2Cl)S1)C (4-chloro-5-methyl-thieno[2,3-d]pyrimidine-6-carboxylic acid methyl ester), NCCC1=CN=C(S1)NC(=O)NC1=CC(=CC=C1)C(F)(F)F (1-[5-(2-Amino-ethyl)-thiazol-2-yl]-3-(3-trifluoromethyl-phenyl)-urea), CCN(C(C)C)C(C)C (DIEA). Reaction SMILES: [CH3:1][O:2][C:3]([C:5]1[S:14][C:8]2[N:9]=[CH:10][N:11]=[C:12](Cl)[C:7]=2[C:6]=1[CH3:15])=[O:4].[NH2:16][CH2:17][CH2:18][C:19]1[S:23][C:22]([NH:24][C:25]([NH:27][C:28]2[CH:33]=[CH:32][CH:31]=[C:30]([C:34]([F:37])([F:36])[F:35])[CH:29]=2)=[O:26])=[N:21][CH:20]=1.CCN(C(C)C)C(C)C>CN(C=O)C>[CH4:1].[CH3:1][O:2][C:3]([C:5]1[S:14][C:8]2[N:9]=[CH:10][N:11]=[C:12]([NH:16][CH2:17][CH2:18][C:19]3[S:23][C:22]([NH:24][C:25]([NH:27][C:28]4[CH:33]=[CH:32][CH:31]=[C:30]([C:34]([F:36])([F:37])[F:35])[CH:29]=4)=[O:26])=[N:21][CH:20]=3)[C:7]=2[C:6]=1[CH3:15])=[O:4] |f:4.5|. Reported procedure: A 20 mL vial was charged with 4-chloro-5-methyl-thieno[2,3-d]pyrimidine-6-carboxylic acid methyl ester (250 mg, 100 mol %), compound 38.1 (341 mg, 100 mole %), DIEA (1 mL) and DMF (2 mL). The resulting suspension was heated at 110° C. for 2 hours and cooled to room temperature. Concentration in vacuo provided 5-methyl-4-(2-{2-[3-(3-trifluoromethyl-phenyl)-ureido]-thiazol-5-yl}-ethylamino)-thieno[2,3-d]pyrimidine-6-carboxylic acid methyl ester; compound with methane (compound 43.1) as a solid tha... Conditions: temperature 110 celsius. The reactants are C(C)O (ethanol), CC(=O)C (acetone), 2,7,7,9,15-pentamethyl-4, 13-dioxo-3, 14-dioxa 5,12-diaza-hexadecane-1, 70-dodecanoxa-5, 12, 61, 68-tetra-aza-doheptacontane-1, 72-diyl-dimethacrylate, mixture, ethyl-4,N,N-dimethylaminobenzoate, butylated hydroxytoluene, C12(C(=O)C(=O)C(CC1)C2(C)C)C (camphorquinone), CC(CCNC(=O)OCCOC(=O)C(=C)C)CC(C)(C)CNC(=O)OCCOC(=O)C(=C)C (UDMA), 7, C(C(=C)C)(=O)OC(C)C=1C(C(C(=O)[O-])C=CC1OC=1C=C(C(C(=O)[O-])=CC1)C(=O)[O-])(C(=O)[O-])OC(C(=C)C)=O (1,2′-bis-methacryloyloxy-ethyl-4,4′-oxydiphthalate). Yields the product OCC(CO)(COCC(CO)(CO)CO)CO (dipentaerythritol). As a reaction SMILES: CC(CC(CNC(OCCOC(C(C)=C)=O)=O)(C)C)CCN[C:6](OCCOC(C(C)=C)=O)=[O:7].C([O:39][CH:40]([C:42]1[C:43]([O:67][C:68](=O)C(C)=C)(C([O-])=O)C(C=C[C:50]=1[O:51]C1C=C(C([O-])=O)C(=CC=1)C([O-])=O)C([O-])=O)C)(=O)C(C)=C.C12(C)C(C)(C)C(CC1)C(=O)[C:74]2=[O:75].[CH2:85]([OH:87])[CH3:86].C[C:89](C)=[O:90]>>[OH:87][CH2:85][C:86]([CH2:89][OH:90])([CH2:68][O:67][CH2:43][C:42]([CH2:40][OH:39])([CH2:50][OH:51])[CH2:74][OH:75])[CH2:6][OH:7]. Procedure details: 8.78 grams 2,7,7,9,15-pentamethyl-4, 13-dioxo-3, 14-dioxa 5,12-diaza-hexadecane-1, 16diyldimetylate (UDMA); 3.33 grams 7, 7, 9 63, 63, 65-hexamethyl-4, 13, 60, 69-tetra-xo-3, 14, 19, 24, 29, 34, 39, 44, 49, 54, 59, 70-dodecanoxa-5, 12, 61, 68-tetra-aza-doheptacontane-1, 72-diyl-dimethacrylate resin; 5.04 grams a mixture of 1,1′, 2,2′ and 1,2′-bis-methacryloyloxy-ethyl-4,4′-oxydiphthalate (OEMA); 0.20 grams camphorquinone (CQ); 0.60 grams ethyl-4,N,N-dimethylaminobenzoate (EDAB); 0.10 grams butyl... Starting materials: O=C([O-])O, C1CCOC1, CCOCC, [Li]CCCC, C#Cc1cc(C)cc(C)c1, COC(=O)Cl, [Na+]. Yields the product COC(=O)C#Cc1cc(C)cc(C)c1. As a reaction SMILES: [C:21](=[O:22])([OH:23])[O-:24].[CH2:26]1[O:27][CH2:28][CH2:29][CH2:30]1.[CH2:31]([O:32][CH2:33][CH3:34])[CH3:35].[CH3:11][CH2:12][CH2:13][CH2:14][Li:15].[CH3:1][c:2]1[cH:3][c:4]([C:9]#[CH:10])[cH:5][c:6]([CH3:8])[cH:7]1.[Cl:16][C:17](=[O:18])[O:19][CH3:20].[Na+:25]>>[CH3:1][c:2]1[cH:3][c:4]([C:9]#[C:10][C:17](=[O:18])[O:19][CH3:20])[cH:5][c:6]([CH3:8])[cH:7]1. The reactants are C=CC1=CC=CC=C1.C(C)(=O)OC=C (styrene vinyl acetate), [OH-].[Na+] (sodium hydroxide). The solvent is CO (methanol), O1CCOCC1 (dioxane), O (water). Yields the product C=CC1=CC=CC=C1.C(=C)O (styrene vinyl alcohol). RXN SMILES: [CH2:1]=[CH:2][C:3]1[CH:8]=[CH:7][CH:6]=[CH:5][CH:4]=1.[C:9](OC=C)(=[O:11])[CH3:10].[OH-].[Na+]>O1CCOCC1.O.CO>[CH2:1]=[CH:2][C:3]1[CH:8]=[CH:7][CH:6]=[CH:5][CH:4]=1.[CH:9]([OH:11])=[CH2:10] |f:0.1,2.3,7.8|. Procedure details: 12 g. of styrene-vinyl acetate (prepared by General Preparation proceudure described above) were dissolved in 150 ml of dioxane in a reaction flask equipped as described above. To this was added 1.05 g of sodium hydroxide in 15 ml of water. The reaction was heated to reflux overnight. The resulting styrene-vinyl alcohol copolymer was obtained by precipitation in methanol, washed successively with water and excess methanol then dried overnight in a vacuum oven. The product was identified by spect... Reactants: O1CCCC1.O (tetrahydrofuran water), aqueous solution, S(=O)([O-])[O-].[Na+].[Na+] (sodium sulfite), C(C1=CC=CC=C1)[C@@H]1N(C(OC1)=O)C(=O)[C@H]1CN(C[C@H]1C1=CC=C(C=C1)F)C(=O)OC(C)(C)C (tert-butyl (3R,4R)-3-{[(4S)-4-benzyl-2-oxo-1,3-oxazolidin-3-yl]carbonyl}-4-(4-fluorophenyl)pyrrolidine-1-carboxylate), [OH-].[Li+] (lithium hydroxide), Cl (hydrochloric acid), aqueous solution, OO (hydrogen peroxide). Conditions: time 5 minute. Product: C(C)(C)(C)OC(=O)N1C[C@@H]([C@@H](C1)C1=CC=C(C=C1)F)C(=O)O ((3R,4R)-1-(tert-butoxycarbonyl)-4-(4-fluorophenyl)pyrrolidine-3-carboxylic acid). As a reaction SMILES: C([C@H]1COC(=O)N1C([C@@H:16]1[C@H:20]([C:21]2[CH:26]=[CH:25][C:24]([F:27])=[CH:23][CH:22]=2)[CH2:19][N:18]([C:28]([O:30][C:31]([CH3:34])([CH3:33])[CH3:32])=[O:29])[CH2:17]1)=O)C1C=CC=CC=1.[OH-:35].[Li+].OO.S([O-])([O-])=O.[Na+].[Na+].Cl.[O:46]1[CH2:50]CCC1.O>>[C:31]([O:30][C:28]([N:18]1[CH2:19][C@@H:20]([C:21]2[CH:26]=[CH:25][C:24]([F:27])=[CH:23][CH:22]=2)[C@@H:16]([C:50]([OH:46])=[O:35])[CH2:17]1)=[O:29])([CH3:34])([CH3:32])[CH3:33] |f:1.2,4.5.6,8.9|. Procedure: To a cooled (0° C.) solution of the product of step C (835 mg; 1.78 mmol) lithium hydroxide (85 mg; 3.56 mmol) in 15 mL of a 4:1 mixture of tetrahydrofuran-water was added a 30% aqueous solution of hydrogen peroxide. After 5 min, the solution was warmed to ambient temperature and stirred for 5 h. The reaction mixture was poured into a 10% aqueous solution of sodium sulfite and then acidified to pH 3 with 1 N hydrochloric acid. The aqueous solution was extracted three times with ethyl acetate. Th... Reaction SMILES: [CH3:30][C:31](=[O:32])[CH3:33].[CH:1]([CH3:2])([CH3:3])[S:4](=[O:5])(=[O:6])[CH2:7][CH:8]1[CH2:9][C:10]2([O:11][CH2:14][CH2:13][O:12]2)[CH2:15][CH2:16][CH:17]1[NH:18][C:19]([O:20][CH2:21][c:22]1[cH:23][cH:24][cH:25][cH:26][cH:27]1)=[O:28].[ClH:29]>>[CH:1]([CH3:2])([CH3:3])[S:4](=[O:5])(=[O:6])[CH2:7][CH:8]1[CH2:9][C:10](=[O:11])[CH2:15][CH2:16][CH:17]1[NH:18][C:19]([O:20][CH2:21][c:22]1[cH:23][cH:24][cH:25][cH:26][cH:27]1)=[O:28]. The product is CC(C)S(=O)(=O)CC1CC(=O)CCC1NC(=O)OCc1ccccc1. Reactants: CC(C)=O, CC(C)S(=O)(=O)CC1CC2(CCC1NC(=O)OCc1ccccc1)OCCO2, Cl. Starting materials: 46, BrC1=C(C=C(CCl)C=C1)CC (4-bromo-3-ethylbenzyl chloride), II (iodine), ClCl (chlorine). Run in C(Cl)(Cl)Cl (chloroform). The product is BrC1=C(C=C(CCl)C=C1CC)Cl (4-bromo-3-chloro-5-ethylbenzyl chloride). Reaction SMILES: [Br:1][C:2]1[CH:9]=[CH:8][C:5]([CH2:6][Cl:7])=[CH:4][C:3]=1[CH2:10][CH3:11].II.[Cl:14]Cl>C(Cl)(Cl)Cl>[Br:1][C:2]1[C:3]([CH2:10][CH3:11])=[CH:4][C:5]([CH2:6][Cl:7])=[CH:8][C:9]=1[Cl:14]. Procedure: To a solution of 46 parts of 4-bromo-3-ethylbenzyl chloride and 3 parts of iodine in 300 parts of chloroform is added 16 parts of chlorine. The solution is refluxed in the absence of light for 6 hours, then cooled and extracted with water and dilute sodium bisulfite solution. The organic phase is separated, dried and concentrated. The residue is chromatographed on Florisil or alumina and 4-bromo-2-chloro-5-ethylbenzyl chloride, 4-bromo-2-chloro-3-ethylbenzyl chloride, and a small amount of 4-bro... Reactants: C(=O)(OC(C)(C)C)N1C[C@H](OCC1)CC1=CC(=CC=C1)C=CC=1C=NC=CC1 (N-Boc-(R)-2-(3-(2-(3-pyridinyl)vinyl)-benzyl)morpholine), BrCC1=NOC(=C1)C (3-(bromomethyl)-5-methylisoxazol), C(C)(C)(C)OC(=O)N1C[C@H](OCC1)CC1=C(C=C(C(=C1)F)O)F ((R)-2-(2,5-difluoro-4-hydroxy-benzyl)-morpholine-4-carboxylic acid tert-butyl ester). Product: FC1=C(C[C@@H]2CNCCO2)C=C(C(=C1)OCC1=NOC(=C1)C)F ((R)-2-[2,5-Difluoro-4-(5-methyl-isoxazol-3-ylmethoxy)-benzyl]-morpholine). RXN SMILES: C(N1CCO[C@H](CC2C=CC=C(C=CC3C=NC=CC=3)C=2)C1)(OC(C)(C)C)=O.Br[CH2:30][C:31]1[CH:35]=[C:34]([CH3:36])[O:33][N:32]=1.C(OC([N:44]1[CH2:49][CH2:48][O:47][C@H:46]([CH2:50][C:51]2[CH:56]=[C:55]([F:57])[C:54]([OH:58])=[CH:53][C:52]=2[F:59])[CH2:45]1)=O)(C)(C)C>>[F:59][C:52]1[CH:53]=[C:54]([O:58][CH2:30][C:31]2[CH:35]=[C:34]([CH3:36])[O:33][N:32]=2)[C:55]([F:57])=[CH:56][C:51]=1[CH2:50][C@H:46]1[O:47][CH2:48][CH2:49][NH:44][CH2:45]1. Reported procedure: The title compound was synthesized in analogy to Example 78, intermediate (a), using 3-(bromomethyl)-5-methylisoxazol and (R)-2-(2,5-difluoro-4-hydroxy-benzyl)-morpholine-4-carboxylic acid tert-butyl ester as starting materials.